Dataset: the Open Reaction Database (ORD), a public repository of structured organic reaction records. Task: describe an organic reaction: reactants, conditions, products, and yield Starting materials: O[C@H](C)[C@@H]1[C@@H]2N(C(=C(C2)N2N=NC(=C2)CCO)C(=O)OCC2=CC=C(C=C2)[N+](=O)[O-])C1=O (p-nitrobenzyl (5R,6S)-6-[(R)-1-hydroxyethyl]-2-[4-(2-hydroxyethyl)-1,2,3-triazol-1-yl]carbapen-2-em-3-carboxylate), C([O-])(O)=O.[Na+] (sodium bicarbonate). Reagents/catalysts: [Pd] (palladium on carbon). Solvent: O1CCCC1 (tetrahydrofuran), C(C)O (ethanol), O (DI water), C(C)O (ethanol). Reaction conditions: time 2 hour. The product is O[C@H](C)[C@@H]1[C@@H]2N(C(=C(C2)N2N=NC(=C2)CCO)C(=O)[O-])C1=O.[Na+] (sodium (5R,6S)-6-[(R)-1-hydroxyethyl]-2-[4-(2-hydroxyethyl)-1,2,3-triazol-1-yl]carbapen-2-em-3-carboxylate). RXN SMILES: [OH:1][C@@H:2]([C@H:4]1[C:31](=[O:32])[N:6]2[C:7]([C:18]([O:20]CC3C=CC([N+]([O-])=O)=CC=3)=[O:19])=[C:8]([N:10]3[CH:14]=[C:13]([CH2:15][CH2:16][OH:17])[N:12]=[N:11]3)[CH2:9][C@H:5]12)[CH3:3].C(=O)(O)[O-].[Na+:37]>O1CCCC1.C(O)C.O.[Pd]>[OH:1][C@@H:2]([C@H:4]1[C:31](=[O:32])[N:6]2[C:7]([C:18]([O-:20])=[O:19])=[C:8]([N:10]3[CH:14]=[C:13]([CH2:15][CH2:16][OH:17])[N:12]=[N:11]3)[CH2:9][C@H:5]12)[CH3:3].[Na+:37] |f:1.2,7.8|. Reported procedure: A solution of p-nitrobenzyl (5R,6S)-6-[(R)-1-hydroxyethyl]-2-[4-(2-hydroxyethyl)-1,2,3-triazol-1-yl]carbapen-2-em-3-carboxylate (35 mg, 0.08 mmol) in tetrahydrofuran (5.5 ml) is diluted with ethanol (2.8 ml) and DI water (4.2 ml) containing sodium bicarbonate (6.8 mg, 0.08 mmol). The resulting solution is added to a prereduced mixture of 10% palladium on carbon (37 mg) in ethanol (2.7 ml), and the mixture is stirred under an atmosphere of hydrogen for 2 hours at ambient temperature. The mixture ... Reactants: C(C1=CC(=CC=C1)OC)=O (m-Anisaldehyde), C(C)(=O)NCC(=O)O (N-acetylglycine), C(C)(=O)[O-].[Na+] (sodium acetate), Cl (hydrochloric acid). Yields the product COC=1C=C(C=CC1)CC(C(=O)O)=O (3-methoxyphenylpyruvic acid). The solvent is C(C)(=O)OC(C)=O (acetic anhydride), O (water). Reported procedure: m-Anisaldehyde (25.9 g), N-acetylglycine (15.2 g) and sodium acetate (7.8 g) were heated together under reflux in acetic anhydride (50 ml) for 3/4 hour. The mixture was allowed to cool, water (150 ml) was added and the mixture was filtered to give the crude azlactone (27.7 g) m.p. 145°-150°. Hydrolysis with boiling 1 N hydrochloric acid (450 ml) followed by cooling and ether extraction afforded 3-methoxyphenylpyruvic acid as a pale yellow oily solid (6.3 g). As a reaction SMILES: [CH:1](=O)[C:2]1[CH:7]=[CH:6][CH:5]=[C:4]([O:8][CH3:9])[CH:3]=1.C(N[CH2:15][C:16]([OH:18])=[O:17])(=O)C.C([O-])(=[O:21])C.[Na+].Cl>C(OC(=O)C)(=O)C.O>[CH3:9][O:8][C:4]1[CH:3]=[C:2]([CH2:1][C:15](=[O:21])[C:16]([OH:18])=[O:17])[CH:7]=[CH:6][CH:5]=1 |f:2.3|. The yield is 34.1%. The reactants are [OH-].[Na+] (sodium hydroxide), O.O.[Sn](Cl)Cl (tin(II) chloride dihydrate), Cl (hydrochloric acid), [N+](=O)([O-])C1=C(C=CC=C1)N1N=C2C(=CN(C=3C=CC=CC23)CC2=CC=C(C=C2)N2N=CC=C2)C1=O (2-(2-Nitrophenyl)-5-{[4-(1H-pyrazol-1-yl)phenyl]methyl}-2,5-dihydro-3H-pyrazolo[4,3-c]quinolin-3-one). The solvent is CO (methanol). Run at time 2 hour. Yields the product NC1=C(C=CC=C1)N1N=C2C(=CN(C=3C=CC=CC23)CC2=CC=C(C=C2)N2N=CC=C2)C1=O (2-(2-Aminophenyl)-5-{[4-(1H-pyrazol-1-yl)phenyl]methyl}-2,5-dihydro-3H-pyrazolo[4,3-c]quinolin-3-one). Reaction SMILES: [N+:1]([C:4]1[CH:9]=[CH:8][CH:7]=[CH:6][C:5]=1[N:10]1[C:34](=[O:35])[C:13]2=[CH:14][N:15]([CH2:22][C:23]3[CH:28]=[CH:27][C:26]([N:29]4[CH:33]=[CH:32][CH:31]=[N:30]4)=[CH:25][CH:24]=3)[C:16]3[CH:17]=[CH:18][CH:19]=[CH:20][C:21]=3[C:12]2=[N:11]1)([O-])=O.O.O.[Sn](Cl)Cl.Cl.[OH-].[Na+]>CO>[NH2:1][C:4]1[CH:9]=[CH:8][CH:7]=[CH:6][C:5]=1[N:10]1[C:34](=[O:35])[C:13]2=[CH:14][N:15]([CH2:22][C:23]3[CH:28]=[CH:27][C:26]([N:29]4[CH:33]=[CH:32][CH:31]=[N:30]4)=[CH:25][CH:24]=3)[C:16]3[CH:17]=[CH:18][CH:19]=[CH:20][C:21]=3[C:12]2=[N:11]1 |f:1.2.3,5.6|. Reported procedure: 2-(2-Nitrophenyl)-5-{[4-(1H-pyrazol-1-yl)phenyl]methyl}-2,5-dihydro-3H-pyrazolo[4,3-c]quinolin-3-one (Example 427, 0.50 g, 1.1 mmol) was dissolved in methanol (20 mL) and treated with tin(II) chloride dihydrate (1.2 g, 5.4 mmol, 5 equiv) and hydrochloric acid (0.18 mL, 6 M aqueous, 1.1 mmol, 1 equiv). The mixture was placed into a preheated oil bath at 45° C. for 2 hours, cooled to ambient temperature and the pH of the mixture was brought to ˜pH 7 by addition of sodium hydroxide (1 N aqueous). T...